Dataset: the Open Reaction Database (ORD), a public repository of structured organic reaction records. Task: describe an organic reaction: reactants, conditions, products, and yield The reactants are FC1=CC=C(C(=O)NC=2C(=C(C=CC2)C2=CC=C(C=3NC4=CC(=CC=C4C23)CO)C(=O)N)C)C=C1 (4-(3-(4-fluorobenzamido)-2-methylphenyl)-7-(hydroxymethyl)-9H-carbazole-1-carboxamide), CC(=O)OI1(C2=CC=CC=C2C(=O)O1)(OC(=O)C)OC(=O)C (1,1,1-tris(acetyloxy)-1,1-dihydro-1,2-benziodoxol-3-(1H)-one). As a reaction SMILES: [F:1][C:2]1[CH:35]=[CH:34][C:5]([C:6]([NH:8][C:9]2[C:10]([CH3:33])=[C:11]([C:15]3[C:27]4[C:26]5[C:21](=[CH:22][C:23]([CH2:28][OH:29])=[CH:24][CH:25]=5)[NH:20][C:19]=4[C:18]([C:30]([NH2:32])=[O:31])=[CH:17][CH:16]=3)[CH:12]=[CH:13][CH:14]=2)=[O:7])=[CH:4][CH:3]=1.CC(OI1(OC(C)=O)(OC(C)=O)OC(=O)C2C1=CC=CC=2)=O>C1COCC1>[F:1][C:2]1[CH:3]=[CH:4][C:5]([C:6]([NH:8][C:9]2[C:10]([CH3:33])=[C:11]([C:15]3[C:27]4[C:26]5[C:21](=[CH:22][C:23]([CH:28]=[O:29])=[CH:24][CH:25]=5)[NH:20][C:19]=4[C:18]([C:30]([NH2:32])=[O:31])=[CH:17][CH:16]=3)[CH:12]=[CH:13][CH:14]=2)=[O:7])=[CH:34][CH:35]=1. Run at time 2 hour. Run in C1CCOC1 (THF). Reported procedure: Step 1 A solution of 4-(3-(4-fluorobenzamido)-2-methylphenyl)-7-(hydroxymethyl)-9H-carbazole-1-carboxamide (Example 31-4, 0.54 g, 1.155 mmol) in THF (38.5 mL) was treated with 1,1,1-tris(acetyloxy)-1,1-dihydro-1,2-benziodoxol-3-(1H)-one (Dess-Martin periodinane, 0.784 g, 1.848 mmol) at rt and the mixture was stirred for 2 h. The mixture was partitioned between NaHCO3 (aq) and EtOAc. The organic phase was washed with brine, dried and concentrated. The residue was triturated with methanol and the ... The product is FC1=CC=C(C(=O)NC=2C(=C(C=CC2)C2=CC=C(C=3NC4=CC(=CC=C4C23)C=O)C(=O)N)C)C=C1 (4-(3-(4-fluorobenzamido)-2-methylphenyl)-7-formyl-9H-carbazole-1-carboxamide). Yield: 85.2%. Reactants: I(=O)(=O)(=O)[O-].[Na+] (Sodium metaperiodate), C(#N)NC(=NCCSCC=1SC=CN1)NC (N-cyano-N'-methyl-N"-[2-((2-thiazolyl)methylthio)ethyl]guanidine). The solvent is O (water). Reaction conditions: time 1 hour. Product: C(#N)NC(=NCCS(=O)CC=1SC=CN1)NC (N-Cyano-N'-methyl-N"-[2-((2-thiazolyl)methylsulphinyl)ethyl]guanidine). The yield is 100.7%. Reaction SMILES: I([O-])(=O)(=O)=[O:2].[Na+].[C:7]([NH:9][C:10]([NH:21][CH3:22])=[N:11][CH2:12][CH2:13][S:14][CH2:15][C:16]1[S:17][CH:18]=[CH:19][N:20]=1)#[N:8]>O>[C:7]([NH:9][C:10]([NH:21][CH3:22])=[N:11][CH2:12][CH2:13][S:14]([CH2:15][C:16]1[S:17][CH:18]=[CH:19][N:20]=1)=[O:2])#[N:8] |f:0.1|. Procedure details: Sodium metaperiodate (220 mg, 1.03 m.mol) was added to a stirred solution of N-cyano-N'-methyl-N"-[2-((2-thiazolyl)methylthio)ethyl]guanidine (255 mg, 1.0 m.mol) in water (90 ml). After 1 hour at 25° then 17 hours at 5° t.l.c. indicated the reaction was essentially complete. The solution was evaporated under reduced pressure at 60° to dryness, with azeotroping with n-propanol (2x). The residue was boiled with isopropanol (20 ml) for 3 minutes, filtered hot from 205 mg of inorganic salts, (100%),... The reactants are CC(=O)O[BH-](OC(C)=O)OC(C)=O, CCC1(CO)CCNCC1, COc1ccc(-c2nnc(C(=O)N3CC(Oc4ccc(C=O)cc4)C3)o2)cc1, ClCCl, [Na+]. Yields the product CCC1(CO)CCN(Cc2ccc(OC3CN(C(=O)c4nnc(-c5ccc(OC)cc5)o4)C3)cc2)CC1. RXN SMILES: [C:39]([O:40][BH-:41]([O:42][C:43](=[O:44])[CH3:45])[O:46][C:47](=[O:48])[CH3:49])(=[O:50])[CH3:51].[CH2:29]([CH3:30])[C:31]1([CH2:37][OH:38])[CH2:32][CH2:33][NH:34][CH2:35][CH2:36]1.[CH3:1][O:2][c:3]1[cH:4][cH:5][c:6](-[c:9]2[n:10][n:11][c:12]([C:14](=[O:15])[N:16]3[CH2:17][CH:18]([O:20][c:21]4[cH:22][cH:23][c:24]([CH:25]=[O:26])[cH:27][cH:28]4)[CH2:19]3)[o:13]2)[cH:7][cH:8]1.[Cl:53][CH2:54][Cl:55].[Na+:52]>>[CH3:1][O:2][c:3]1[cH:4][cH:5][c:6](-[c:9]2[n:10][n:11][c:12]([C:14](=[O:15])[N:16]3[CH2:17][CH:18]([O:20][c:21]4[cH:22][cH:23][c:24]([CH2:25][N:34]5[CH2:33][CH2:32][C:31]([CH2:29][CH3:30])([CH2:37][OH:38])[CH2:36][CH2:35]5)[cH:27][cH:28]4)[CH2:19]3)[o:13]2)[cH:7][cH:8]1. Starting materials: CCO, C=COCCONC(=O)c1cc2c(ncn2C)c(F)c1Nc1ccc(Br)cc1Cl, Cl. Reaction SMILES: [CH3:31][CH2:32][OH:33].[CH:2](=[CH2:3])[O:4][CH2:5][CH2:6][O:7][NH:8][C:9](=[O:10])[c:11]1[cH:12][c:13]2[c:14]([n:15][cH:16][n:17]2[CH3:18])[c:19]([F:30])[c:20]1[NH:21][c:22]1[c:23]([Cl:29])[cH:24][c:25]([Br:28])[cH:26][cH:27]1.[ClH:1]>>[OH:4][CH2:5][CH2:6][O:7][NH:8][C:9](=[O:10])[c:11]1[cH:12][c:13]2[c:14]([n:15][cH:16][n:17]2[CH3:18])[c:19]([F:30])[c:20]1[NH:21][c:22]1[c:23]([Cl:29])[cH:24][c:25]([Br:28])[cH:26][cH:27]1. Product: Cn1cnc2c(F)c(Nc3ccc(Br)cc3Cl)c(C(=O)NOCCO)cc21. The reactants are CN(C)C=NS(=O)(=O)c1ccccc1C(C)(C)CC(O[Si](C)(C)C(C)(C)C)C(F)(F)F, CCCC[N+](CCCC)(CCCC)CCCC, C1CCOC1, [F-]. Product: CN(C)C=NS(=O)(=O)c1ccccc1C(C)(C)CC(O)C(F)(F)F. Reaction SMILES: [C:1]([Si:2]([CH3:3])([CH3:4])[O:6][CH:7]([CH2:8][C:9]([CH3:10])([CH3:11])[c:12]1[c:13]([S:18](=[O:19])(=[O:20])[N:21]=[CH:22][N:23]([CH3:24])[CH3:25])[cH:14][cH:15][cH:16][cH:17]1)[C:26]([F:27])([F:28])[F:29])([CH3:5])([CH3:30])[CH3:31].[CH2:33]([N+:34]([CH2:35][CH2:36][CH2:37][CH3:38])([CH2:39][CH2:40][CH2:41][CH3:42])[CH2:43][CH2:44][CH2:45][CH3:46])[CH2:47][CH2:48][CH3:49].[CH2:50]1[O:51][CH2:52][CH2:53][CH2:54]1.[F-:32]>>[OH:6][CH:7]([CH2:8][C:9]([CH3:10])([CH3:11])[c:12]1[c:13]([S:18](=[O:19])(=[O:20])[N:21]=[CH:22][N:23]([CH3:24])[CH3:25])[cH:14][cH:15][cH:16][cH:17]1)[C:26]([F:27])([F:28])[F:29].